This data is from the Open Reaction Database (ORD), a public repository of structured organic reaction records. The task is: describe an organic reaction: reactants, conditions, products, and yield The reactants are C(C1=CC=CC=C1)(=O)CC(C)=O (benzoylacetone), N1(CCOCC1)CCN (2-(4-morpholinyl)ethylamine). The solvent is C1(=CC=CC=C1)C (toluene). Product: N1(CCOCC1)CCNC(=CC(C1=CC=CC=C1)=O)C (N-[2-(4-morpholinyl)ethyl]-N-(1-methyl-3-oxo-3-phenylpropenyl)amine). RXN SMILES: [C:1]([CH2:9][C:10](=O)[CH3:11])(=[O:8])[C:2]1[CH:7]=[CH:6][CH:5]=[CH:4][CH:3]=1.[N:13]1([CH2:19][CH2:20][NH2:21])[CH2:18][CH2:17][O:16][CH2:15][CH2:14]1>C1(C)C=CC=CC=1>[N:13]1([CH2:19][CH2:20][NH:21][C:10]([CH3:11])=[CH:9][C:1](=[O:8])[C:2]2[CH:7]=[CH:6][CH:5]=[CH:4][CH:3]=2)[CH2:18][CH2:17][O:16][CH2:15][CH2:14]1. Reported procedure: A solution of 28.7 g. (0.177 mole) of benzoylacetone and 23.2 ml. (0.177 mole) of 2-(4-morpholinyl)ethylamine in 600 ml. of toluene was heated under reflux for ten and a half hours under a Dean-Stark trap and the solution then cooled and taken to dryness to give N-[2-(4-morpholinyl)ethyl]-N-(1-methyl-3-oxo-3-phenylpropenyl)amine as a yellow solid. Reactants: BrCc1ccccc1, O=C([O-])[O-], CN(C)C(=O)c1cc(CCCC(=O)O)ccc1[N+](=O)[O-], [K+], [K+], CN(C)C=O, O. Yields the product CN(C)C(=O)c1cc(CCCC(=O)OCc2ccccc2)ccc1[N+](=O)[O-]. As a reaction SMILES: [Br:27][CH2:28][c:29]1[cH:30][cH:31][cH:32][cH:33][cH:34]1.[C:21](=[O:22])([O-:23])[O-:24].[CH3:1][N:2]([C:3](=[O:4])[c:5]1[cH:6][c:7]([CH2:14][CH2:15][CH2:16][C:17](=[O:18])[OH:19])[cH:8][cH:9][c:10]1[N+:11](=[O:12])[O-:13])[CH3:20].[K+:25].[K+:26].[O:36]=[CH:37][N:38]([CH3:39])[CH3:40].[OH2:35]>>[CH3:1][N:2]([C:3](=[O:4])[c:5]1[cH:6][c:7]([CH2:14][CH2:15][CH2:16][C:17]([O:18][CH2:28][c:29]2[cH:30][cH:31][cH:32][cH:33][cH:34]2)=[O:19])[cH:8][cH:9][c:10]1[N+:11](=[O:12])[O-:13])[CH3:20]. The reactants are Cl, Cl, Cl, O=C(O)c1cc2c(OCc3coc4cc(F)ccc34)cccc2[nH]1, CC1CN(C(C)CN2CCC(N)CC2)CCC1O. Product: CC1CN(C(C)CN2CCC(NC(=O)c3cc4c(OCc5coc6cc(F)ccc56)cccc4[nH]3)CC2)CCC1O. As a reaction SMILES: [ClH:25].[ClH:26].[ClH:27].[F:1][c:2]1[cH:3][c:4]2[c:5]([c:6]([CH2:9][O:10][c:11]3[c:12]4[cH:13][c:14]([C:20](=[O:21])[OH:22])[nH:15][c:16]4[cH:17][cH:18][cH:19]3)[cH:7][o:8]2)[cH:23][cH:24]1.[NH2:28][CH:29]1[CH2:30][CH2:31][N:32]([CH2:35][CH:36]([CH3:37])[N:38]2[CH2:39][CH:40]([CH3:45])[CH:41]([OH:44])[CH2:42][CH2:43]2)[CH2:33][CH2:34]1>>[F:1][c:2]1[cH:3][c:4]2[c:5]([c:6]([CH2:9][O:10][c:11]3[c:12]4[cH:13][c:14]([C:20](=[O:22])[NH:28][CH:29]5[CH2:30][CH2:31][N:32]([CH2:35][CH:36]([CH3:37])[N:38]6[CH2:39][CH:40]([CH3:45])[CH:41]([OH:44])[CH2:42][CH2:43]6)[CH2:33][CH2:34]5)[nH:15][c:16]4[cH:17][cH:18][cH:19]3)[cH:7][o:8]2)[cH:23][cH:24]1. The reactants are CC1=CC=C(C=C1)S(=O)(=O)OCCOCCOCCOCCOCCOCCOC1OCCCC1 (17-(Tetrahydro-2H-pyran-2-yloxy)-3,6,9,12,15-pentaoxaheptadecyl 4-methylbenzenesulfonate), C(=O)([O-])[O-].[K+].[K+] (K2CO3), [N+](=O)([O-])C1=CC=C(C=C1)O (4-nitrophenol). The solvent is CN(C)C=O (DMF), O (water). Reaction conditions: temperature 80 celsius. Yields the product [N+](=O)([O-])C1=CC=C(OCCOCCOCCOCCOCCOCCOC2OCCCC2)C=C1 (2-(17-(4-Nitrophenoxy)-3,6,9,12,15-pentaoxaheptadecyloxy)tetrahydro-2H-pyran). RXN SMILES: CC1C=CC(S([O:11][CH2:12][CH2:13][O:14][CH2:15][CH2:16][O:17][CH2:18][CH2:19][O:20][CH2:21][CH2:22][O:23][CH2:24][CH2:25][O:26][CH2:27][CH2:28][O:29][CH:30]2[CH2:35][CH2:34][CH2:33][CH2:32][O:31]2)(=O)=O)=CC=1.C([O-])([O-])=O.[K+].[K+].[N+:42]([C:45]1[CH:50]=[CH:49][C:48](O)=[CH:47][CH:46]=1)([O-:44])=[O:43]>CN(C=O)C.O>[N+:42]([C:45]1[CH:50]=[CH:49][C:48]([O:11][CH2:12][CH2:13][O:14][CH2:15][CH2:16][O:17][CH2:18][CH2:19][O:20][CH2:21][CH2:22][O:23][CH2:24][CH2:25][O:26][CH2:27][CH2:28][O:29][CH:30]2[CH2:35][CH2:34][CH2:33][CH2:32][O:31]2)=[CH:47][CH:46]=1)([O-:44])=[O:43] |f:1.2.3|. Procedure: To a stirred solution of 34 (7.03 g, 13.5 mmol) in anhydrous DMF (24 mL) were added K2CO3 (5.60 g, 40.5 mmol), and 4-nitrophenol (1.88 g, 13.5 mmol). The reaction mixture was heated to 80° C. for 16 h. Upon completion, the reaction mixture was diluted in water, extracted three times with CH2Cl2, and then dried over MgSO4. The filtrate was concentrated under reduced pressure to give an oily residue, which provided 35 as a yellow oil without further purification (6.30 g, 96%): 1H NMR (300 MHz, CDC... The reactants are [F-].C(CCC)[N+](CCCC)(CCCC)CCCC (Tetrabutylammonium fluoride), [Si](C)(C)(C(C)(C)C)OC[C@@H](C)OC[C@@H](C(=O)NC1=NC=C(C=C1)C#N)OC1=C2C(=NC=N1)N(N=C2)C2=NC=CC=C2Cl ((2S)-3-((R)-1-(tert-butyldimethylsilyloxy)propan-2-yloxy)-2-(1-(3-chloropyridin-2-yl)-1H-pyrazolo[3,4-d]pyrimidin-4-yloxy)-N-(5-cyanopyridin-2-yl)propanamide). The solvent is C1CCOC1 (THF). Run at time 1 hour. The product is ClC=1C(=NC=CC1)N1N=CC=2C1=NC=NC2O[C@H](C(=O)NC2=NC=C(C=C2)C#N)CO[C@@H](CO)C ((2S)-2-(1-(3-chloropyridin-2-yl)-1H-pyrazolo[3,4-d]pyrimidin-4-yloxy)-N-(5-cyanopyridin-2-yl)-3-((R)-1-hydroxypropan-2-yloxy)propanamide). Isolated yield 29.5%. RXN SMILES: [F-].C([N+](CCCC)(CCCC)CCCC)CCC.[Si]([O:26][CH2:27][C@H:28]([O:30][CH2:31][C@H:32]([O:44][C:45]1[N:50]=[CH:49][N:48]=[C:47]2[N:51]([C:54]3[C:59]([Cl:60])=[CH:58][CH:57]=[CH:56][N:55]=3)[N:52]=[CH:53][C:46]=12)[C:33]([NH:35][C:36]1[CH:41]=[CH:40][C:39]([C:42]#[N:43])=[CH:38][N:37]=1)=[O:34])[CH3:29])(C(C)(C)C)(C)C>C1COCC1>[Cl:60][C:59]1[C:54]([N:51]2[C:47]3=[N:48][CH:49]=[N:50][C:45]([O:44][C@@H:32]([CH2:31][O:30][C@H:28]([CH3:29])[CH2:27][OH:26])[C:33]([NH:35][C:36]4[CH:41]=[CH:40][C:39]([C:42]#[N:43])=[CH:38][N:37]=4)=[O:34])=[C:46]3[CH:53]=[N:52]2)=[N:55][CH:56]=[CH:57][CH:58]=1 |f:0.1|. Reported procedure: Tetrabutylammonium fluoride (1M in THF) (0.973 mL, 0.97 mmol) was added to (2S)-3-((R)-1-(tert-butyldimethylsilyloxy)propan-2-yloxy)-2-(1-(3-chloropyridin-2-yl)-1H-pyrazolo[3,4-d]pyrimidin-4-yloxy)-N-(5-cyanopyridin-2-yl)propanamide (Intermediate AN3) (395 mg, 0.65 mmol) in THF (10 mL) under nitrogen. The resulting mixture was stirred at room temperature for 1 hour. The reaction mixture was quenched with saturated NH4Cl (10 mL), extracted with Et2O (3×15 mL), the combined organic layers were bac... Starting materials: [BH4-], CCO, COc1cccc(C=O)c1F, [Na+], O. The product is COc1cccc(CO)c1F. Reaction SMILES: [BH4-:12].[CH3:15][CH2:16][OH:17].[F:1][c:2]1[c:3]([CH:4]=[O:5])[cH:6][cH:7][cH:8][c:9]1[O:10][CH3:11].[Na+:13].[OH2:14]>>[F:1][c:2]1[c:3]([CH2:4][OH:5])[cH:6][cH:7][cH:8][c:9]1[O:10][CH3:11]. Starting materials: FC1=C(C=C2C=CC=NC2=C1)CC(=O)O ((7-fluoro-quinolin-6-yl)-acetic acid), CO (methanol), OS(=O)(=O)O (H2SO4). Solvent: C(C)(=O)OCC (ethyl acetate). Product: COC(CC=1C=C2C=CC=NC2=CC1F)=O ((7-fluoro-quinolin-6-yl)-acetic acid methyl ester). The yield is 98.0%. Reaction SMILES: [F:1][C:2]1[CH:11]=[C:10]2[C:5]([CH:6]=[CH:7][CH:8]=[N:9]2)=[CH:4][C:3]=1[CH2:12][C:13]([OH:15])=[O:14].OS(O)(=O)=O.[CH3:21]O>C(OCC)(=O)C>[CH3:21][O:14][C:13](=[O:15])[CH2:12][C:3]1[CH:4]=[C:5]2[C:10](=[CH:11][C:2]=1[F:1])[N:9]=[CH:8][CH:7]=[CH:6]2. Reported procedure: To a solution of (7-fluoro-quinolin-6-yl)-acetic acid (13.4 g, 65.36 mmol) in methanol (140 mL) was added conc.H2SO4 (3.5 mL, 68.63 mmol). The reaction mixture was concentrated to give a brown residue, which was diluted with 100 ml of ethyl acetate, washed with sat. aq. NaHCO3 and brine, then the organic layer was dried over anhydrous Na2SO4, and concentrated to give (7-fluoro-quinolin-6-yl)-acetic acid methyl ester as yellow solid (14.0 g, yield: 98%). The reactants are O=[O+][O-] (ozone), C([O-])(O)=O.[NH4+] (ammonium bicarbonate). The product is C([O-])(O)=O (bicarbonate), C([O-])([O-])=O (carbonate), C(O)(O)=O (carbonic acid). As a reaction SMILES: O=[O+][O-].[C:4](=[O:7])([OH:6])[O-:5].[NH4+]>>[C:4](=[O:5])([OH:7])[O-:6].[C:4](=[O:5])([O-:7])[O-:6].[C:4](=[O:5])([OH:7])[OH:6] |f:1.2|. Reported procedure: This example, using the present method, demonstrates the improvement resulting from the addition of bicarbonate ion to a solution of ozone in deionized water, as was used in Comparative Example 1. As in Comparative Example 1, 150 mm wafers with a blanket layer of photoresist were used for these experiments. The wafers were treated with 1.32 liters per minute of an aqueous solution containing about 7×10-4M ozone (36 ppm), and 0.01 M ammonium bicarbonate. The pH of this solution was slightly basic... Product: Oc1ccc(Br)c2cnc(Cl)nc12. Reaction SMILES: [CH3:21][N:22]1[CH2:23][CH2:24][CH2:25][C:26]1=[O:27].[CH3:28][CH2:29][O:30][C:31](=[O:32])[CH3:33].[Cl:9][c:10]1[n:11][c:12]2[c:13]([OH:20])[cH:14][cH:15][cH:16][c:17]2[cH:18][n:19]1.[O:1]=[C:2]1[N:3]([Br:8])[C:4](=[O:5])[CH2:6][CH2:7]1>>[Br:8][c:16]1[cH:15][cH:14][c:13]([OH:20])[c:12]2[n:11][c:10]([Cl:9])[n:19][cH:18][c:17]21. The reactants are CN1CCCC1=O, CCOC(C)=O, Oc1cccc2cnc(Cl)nc12, O=C1CCC(=O)N1Br. The reactants are CC=1N=C2N3C1C(N(C3=CC=C2)CCCN2C(C=3C(C2=O)=CC=CC3)=O)=O (1,2-dihydro-3-methyl-1-[3-(phthalimido)propan-1-yl]-1,4,7b-triazacyclopent[cd]inden-2-one), O.NN (hydrazine monohydrate). Run in C(C)O (ethanol). Product: NCCCN1C(C=2N3C(C=CC=C13)=NC2C)=O (1-[3-(Amino)propan-1-yl]-1,2-dihydro-3-methyl-1,4,7b-triazacyclopent[cd]inden-2-one). Isolated yield 75.8%. RXN SMILES: [CH3:1][C:2]1[N:3]=[C:4]2[CH:12]=[CH:11][CH:10]=[C:9]3[N:5]2[C:6]=1[C:7](=[O:27])[N:8]3[CH2:13][CH2:14][CH2:15][N:16]1C(=O)C2=CC=CC=C2C1=O.O.NN>C(O)C>[NH2:16][CH2:15][CH2:14][CH2:13][N:8]1[C:9]2[N:5]3[C:4](=[N:3][C:2]([CH3:1])=[C:6]3[C:7]1=[O:27])[CH:12]=[CH:11][CH:10]=2 |f:1.2|. Procedure: To a suspension of 3.47 g (9.63 mmol) of 1,2-dihydro-3-methyl-1-[3-(phthalimido)propan-1-yl]-1,4,7b-triazacyclopent[cd]inden-2-one in 70 ml of ethanol was added 1.45 g (29.0 mmol) of hydrazine monohydrate. The mixture was heated for 2 hours under reflux. After cooling, and the resulting precipitates were filtered off. The filtrate was concentrated to give the residue, water was added, extracted with chloroform (three times). The extract was dried over anhydrous magnesium sulfate, then the solven...